Dataset: the Open Reaction Database (ORD), a public repository of structured organic reaction records. Task: describe an organic reaction: reactants, conditions, products, and yield The product is N#Cc1ccc(C(=O)Nc2cccc(C(=O)NN)c2)cc1. Reaction SMILES: [C:1](#[N:2])[c:3]1[cH:4][cH:5][c:6]([C:7](=[O:8])[NH:9][c:10]2[cH:11][c:12]([C:13](=[O:14])[O:15][CH3:16])[cH:17][cH:18][cH:19]2)[cH:20][cH:21]1.[CH3:25][CH2:26][OH:27].[NH2:23][NH2:24].[OH2:22]>>[C:1](#[N:2])[c:3]1[cH:4][cH:5][c:6]([C:7](=[O:8])[NH:9][c:10]2[cH:11][c:12]([C:13](=[O:14])[NH:23][NH2:24])[cH:17][cH:18][cH:19]2)[cH:20][cH:21]1. The reactants are COC(=O)c1cccc(NC(=O)c2ccc(C#N)cc2)c1, CCO, NN, O. Reaction SMILES: Br[Si](C)(C)C.C([O:8][P:9]([CH2:14][O:15][CH2:16][CH:17]([OH:30])[CH2:18][O:19][N:20]1[CH:28]=[N:27][C:26]2[C:21]1=[N:22][CH:23]=[N:24][C:25]=2[NH2:29])([O:11]CC)=[O:10])C>ClCCl>[OH:30][CH:17]([CH2:16][O:15][CH2:14][P:9]([OH:10])([OH:11])=[O:8])[CH2:18][O:19][N:20]1[CH:28]=[N:27][C:26]2[C:21]1=[N:22][CH:23]=[N:24][C:25]=2[NH2:29]. Run in ClCCl (dichloromethane). The reactants are Br[Si](C)(C)C (Bromotrimethylsilane), C(C)OP(=O)(OCC)COCC(CON1C2=NC=NC(=C2N=C1)N)O (9-[3-(diethoxyphosphorylmethoxy)-2-hydroxypropoxy]adenine). Procedure: Bromotrimethylsilane (1.4 ml, 10.6 mmol) was added to a solution of 9-[3-(diethoxyphosphorylmethoxy)-2-hydroxypropoxy]adenine (200 mg, 0.52 mmol) in dichloromethane (8 ml) and stirred under nitrogen for 16 h at 20° C. The solvents were evaporated in vacuo, co-evaporating the residue with methanol and toluene. The residue was recrystallised from water-acetone 1:1, affording 9-[2-hydroxy-3-(phosphonomethoxy)propoxy]adenine (130 mg, 76%) as a white solid m.p. 218°-221° C. λmax (H2O), 259 (ε13,500)n... Yield: 78.3%. Yields the product OC(CON1C2=NC=NC(=C2N=C1)N)COCP(=O)(O)O (9-[2-hydroxy-3-(phosphonomethoxy)propoxy]adenine). Conditions: temperature 20 celsius, time 16 hour. Reactants: ClCCl, [Ca+2], [Cl-], [Cl-], COc1ccc2c(c1)Sc1cc(OC)c(Cl)cc1C(O)C2, Cl. Yields the product COc1ccc2c(c1)Sc1cc(OC)c(Cl)cc1C(Cl)C2. As a reaction SMILES: [CH2:26]([Cl:27])[Cl:28].[Ca+2:25].[Cl-:23].[Cl-:24].[Cl:2][c:3]1[c:4]([O:21][CH3:22])[cH:5][c:6]2[c:7]([cH:20]1)[CH:8]([OH:19])[CH2:9][c:10]1[c:11]([cH:13][c:14]([O:17][CH3:18])[cH:15][cH:16]1)[S:12]2.[ClH:1]>>[Cl:1][CH:8]1[c:7]2[c:6]([cH:5][c:4]([O:21][CH3:22])[c:3]([Cl:2])[cH:20]2)[S:12][c:11]2[c:10]([cH:16][cH:15][c:14]([O:17][CH3:18])[cH:13]2)[CH2:9]1. The reactants are COC(\C=C\C1=C(C=CC=C1C#CCCCCOC1OCCCC1)O)=O (rac-(E)-3-[2-hydroxy-6-[6-[(tetrahydro-2H-pyran-2-yl)oxy]-1-hexynyl]phenyl]-2-propenoic acid methyl ester), BrCCCC(C(=O)OC)(C)C (methyl 5-bromo-2,2-dimethylpentanoate). The product is COC(C(CCCOC1=C(C(=CC=C1)C#CCCCCOC1OCCCC1)\C=C\C(=O)OC)(C)C)=O (rac-(E)-5-[2-(3-Methoxy-3-oxo-1-propenyl)-3-[6-[(tetrahydro-2H-pyran-2-yl)oxy]-1-hexynyl]phenoxy]-2,2-dimethylpentanoic Acid Methyl Ester). The yield is 92.0%. As a reaction SMILES: [CH3:1][O:2][C:3](=[O:26])/[CH:4]=[CH:5]/[C:6]1[C:11]([C:12]#[C:13][CH2:14][CH2:15][CH2:16][CH2:17][O:18][CH:19]2[CH2:24][CH2:23][CH2:22][CH2:21][O:20]2)=[CH:10][CH:9]=[CH:8][C:7]=1[OH:25].Br[CH2:28][CH2:29][CH2:30][C:31]([CH3:37])([CH3:36])[C:32]([O:34][CH3:35])=[O:33]>>[CH3:35][O:34][C:32](=[O:33])[C:31]([CH3:37])([CH3:36])[CH2:30][CH2:29][CH2:28][O:25][C:7]1[CH:8]=[CH:9][CH:10]=[C:11]([C:12]#[C:13][CH2:14][CH2:15][CH2:16][CH2:17][O:18][CH:19]2[CH2:24][CH2:23][CH2:22][CH2:21][O:20]2)[C:6]=1/[CH:5]=[CH:4]/[C:3]([O:2][CH3:1])=[O:26]. Procedure: Using the procedure of example 122, rac-(E)-3-[2-hydroxy-6-[6-[(tetrahydro-2H-pyran-2-yl)oxy]-1-hexynyl]phenyl]-2-propenoic acid methyl ester (example 121) was alkylated with methyl 5-bromo-2,2-dimethylpentanoate giving the title compound, in 92% yield, as a colorless oil. Starting materials: Cc1cn(-c2ccc(Br)c(C)n2)nn1, O=C([O-])[O-], CC1(C)OB(c2ccc(N3CC(Cn4ccnn4)OC3=O)cc2F)OC1(C)C, [K+], [K+], CN(C)C=O, O, c1ccc([PH](c2ccccc2)(c2ccccc2)[Pd-4]([PH](c2ccccc2)(c2ccccc2)c2ccccc2)([PH](c2ccccc2)(c2ccccc2)c2ccccc2)[PH](c2ccccc2)(c2ccccc2)c2ccccc2)cc1. Yields the product Cc1cn(-c2ccc(-c3ccc(N4CC(Cn5ccnn5)OC4=O)cc3F)c(C)n2)nn1. As a reaction SMILES: [Br:1][c:2]1[c:3]([CH3:14])[n:4][c:5](-[n:8]2[n:9][n:10][c:11]([CH3:13])[cH:12]2)[cH:6][cH:7]1.[C:43](=[O:44])([O-:45])[O-:46].[F:15][c:16]1[cH:17][c:18]([N:31]2[C:32](=[O:42])[O:33][CH:34]([CH2:36][n:37]3[n:38][n:39][cH:40][cH:41]3)[CH2:35]2)[cH:19][cH:20][c:21]1[B:22]1[O:23][C:24]([CH3:25])([CH3:26])[C:27]([CH3:28])([CH3:29])[O:30]1.[K+:47].[K+:48].[O:49]=[CH:50][N:51]([CH3:52])[CH3:53].[OH2:54].[c:55]1([PH:56]([Pd-4:57]([PH:58]([c:59]2[cH:60][cH:61][cH:62][cH:63][cH:64]2)([c:65]2[cH:66][cH:67][cH:68][cH:69][cH:70]2)[c:71]2[cH:72][cH:73][cH:74][cH:75][cH:76]2)([PH:77]([c:78]2[cH:79][cH:80][cH:81][cH:82][cH:83]2)([c:84]2[cH:85][cH:86][cH:87][cH:88][cH:89]2)[c:90]2[cH:91][cH:92][cH:93][cH:94][cH:95]2)[PH:96]([c:97]2[cH:98][cH:99][cH:100][cH:101][cH:102]2)([c:103]2[cH:104][cH:105][cH:106][cH:107][cH:108]2)[c:109]2[cH:110][cH:111][cH:112][cH:113][cH:114]2)([c:115]2[cH:116][cH:117][cH:118][cH:119][cH:120]2)[c:121]2[cH:122][cH:123][cH:124][cH:125][cH:126]2)[cH:127][cH:128][cH:129][cH:130][cH:131]1>>[c:2]1(-[c:21]2[c:16]([F:15])[cH:17][c:18]([N:31]3[C:32](=[O:42])[O:33][CH:34]([CH2:36][n:37]4[n:38][n:39][cH:40][cH:41]4)[CH2:35]3)[cH:19][cH:20]2)[c:3]([CH3:14])[n:4][c:5](-[n:8]2[n:9][n:10][c:11]([CH3:13])[cH:12]2)[cH:6][cH:7]1. Reactants: C(C)(=O)N1CCC(CC1)NC (1-acetyl-4-methylaminopiperidine), C(C1=CC=CC=C1)Cl (benzyl chloride), C([O-])([O-])=O.[Na+].[Na+] (sodium carbonate). Run in C(C)O (ethanol). Yields the product C(C)(=O)N1CCC(CC1)NCCC1=CC=CC=C1 (N-(1-acetylpiperid-4-yl)-N-benzylmethylamine). The yield is 65.0%. RXN SMILES: [C:1]([N:4]1[CH2:9][CH2:8][CH:7]([NH:10][CH3:11])[CH2:6][CH2:5]1)(=[O:3])[CH3:2].[CH2:12](Cl)[C:13]1[CH:18]=[CH:17][CH:16]=[CH:15][CH:14]=1.C(=O)([O-])[O-].[Na+].[Na+]>C(O)C>[C:1]([N:4]1[CH2:9][CH2:8][CH:7]([NH:10][CH2:11][CH2:12][C:13]2[CH:18]=[CH:17][CH:16]=[CH:15][CH:14]=2)[CH2:6][CH2:5]1)(=[O:3])[CH3:2] |f:2.3.4|. Reported procedure: A mixture containing 0.5 mol of the compound obtained in Stage A of Example 19, 0.5M benzyl chloride and 1M sodium carbonate in 650 ml of ethanol is refluxed for one night. The precipitate formed is filtered off, the solvent is evaporated, the evaporation residue is taken up in 1N hydrochloric acid and extracted with diethyl ether, and the ethereal extract is rendered basic with sodium hydroxide solution and extracted with ethyl acetate to obtain the desired compound. Reactants: O=Cc1ccc(Br)cc1, Cc1ccccc1, OCCO, Cc1ccc(S(=O)(=O)O)cc1. The product is Brc1ccc(C2OCCO2)cc1. RXN SMILES: [Br:1][c:2]1[cH:3][cH:4][c:5]([CH:6]=[O:7])[cH:8][cH:9]1.[CH3:25][c:26]1[cH:27][cH:28][cH:29][cH:30][cH:31]1.[OH:10][CH2:11][CH2:12][OH:13].[c:14]1([CH3:15])[cH:16][cH:17][c:18]([S:19]([OH:20])(=[O:21])=[O:22])[cH:23][cH:24]1>>[Br:1][c:2]1[cH:3][cH:4][c:5]([CH:6]2[O:7][CH2:12][CH2:11][O:10]2)[cH:8][cH:9]1.